describe an organic reaction: reactants, conditions, products, and yield From a dataset of the Open Reaction Database (ORD), a public repository of structured organic reaction records. Starting materials: OC1(CN(CC1)C(=O)OC(C)(C)C)C=1SC=CN1 (tert-butyl 3-hydroxy-3-(thiazol-2-yl)pyrrolidine-1-carboxylate), BrCC(=O)O (bromoacetic acid), [H-].[Na+] (NaH). Run in CN(C=O)C (N,N-dimethylformamide), CN(C=O)C (N,N-dimethylformamide), CN(C=O)C (N,N-dimethylformamide). Reaction conditions: time 30 minute. Yields the product C(C)(C)(C)OC(=O)N1CC(CC1)(OCC(=O)O)C=1SC=CN1 (2-(1-(tert-butoxycarbonyl)-3-(thiazol-2-yl)pyrrolidin-3-yloxy)acetic acid). RXN SMILES: [H-].[Na+].[OH:3][C:4]1([C:16]2[S:17][CH:18]=[CH:19][N:20]=2)[CH2:8][CH2:7][N:6]([C:9]([O:11][C:12]([CH3:15])([CH3:14])[CH3:13])=[O:10])[CH2:5]1.Br[CH2:22][C:23]([OH:25])=[O:24]>CN(C)C=O>[C:12]([O:11][C:9]([N:6]1[CH2:7][CH2:8][C:4]([C:16]2[S:17][CH:18]=[CH:19][N:20]=2)([O:3][CH2:22][C:23]([OH:25])=[O:24])[CH2:5]1)=[O:10])([CH3:15])([CH3:14])[CH3:13] |f:0.1|. Procedure details: To an ambient suspension of NaH (5.40 g, 135 mmol) in N,N-dimethylformamide (50 mL) was added dropwise a solution of tert-butyl 3-hydroxy-3-(thiazol-2-yl)pyrrolidine-1-carboxylate (7.30 g, 27 mmol) in N,N-dimethylformamide (20 mL). After 30 minutes, bromoacetic acid (7.50 g, 54.0 mmol) in N,N-dimethylformamide (20 mL) was added dropwise. The solution was stirred at room temperature for 16 hours and then heated to 50° C. for 3 hours. The reaction was cooled to room temperature and was quenched by... Reactants: O (water), COC(C1=CC(=NC(=C1)NS(=O)(=O)C)N[C@@H](C)CC)=O ((s)-(+)-2-sec-butylamino-6-methanesulfonylamino-isonicotinic acid methyl ester), C([O-])([O-])=O.[K+].[K+] (potassium carbonate), IC (iodomethane). The solvent is CN(C)C=O (DMF). Reaction conditions: time 18 hour. Yields the product COC(C1=CC(=NC(=C1)N(C)S(=O)(=O)C)N[C@@H](C)CC)=O ((S)-(+)-2-sec-Butylamino-6-(methanesulfonyl-methylamino)-isonicotinic acid methyl ester). The yield is 92.5%. As a reaction SMILES: [CH3:1][O:2][C:3](=[O:20])[C:4]1[CH:9]=[C:8]([NH:10][S:11]([CH3:14])(=[O:13])=[O:12])[N:7]=[C:6]([NH:15][C@H:16]([CH2:18][CH3:19])[CH3:17])[CH:5]=1.[C:21](=O)([O-])[O-].[K+].[K+].IC.O>CN(C=O)C>[CH3:1][O:2][C:3](=[O:20])[C:4]1[CH:9]=[C:8]([N:10]([S:11]([CH3:14])(=[O:13])=[O:12])[CH3:21])[N:7]=[C:6]([NH:15][C@H:16]([CH2:18][CH3:19])[CH3:17])[CH:5]=1 |f:1.2.3|. Reported procedure: Treat a mixture of (s)-(+)-2-sec-butylamino-6-methanesulfonylamino-isonicotinic acid methyl ester (13.63 g, 0.04523 mol) and potassium carbonate (12.50 g, 0.09046 mol) in DMF (42 mL) with iodomethane (7.90 g, 0.05563 mol). Stir at room temperature for 18 h, and add water (200 mL). The aqueous layer was extracted with methyl tert-butyl ether (5×150 mL). Wash the combined organic layers with 1 N lithium chloride (5×100 mL), dry (magnesium sulfate) and concentrate to give the title compound as a so... The reactants are C(C)C1=C(C(=CC(=C1)C1=NOC(=N1)C1=CC(=NC(=C1)C)CC)C)O (2-ethyl-4-[5-(2-ethyl-6-methyl-pyridin-4-yl)-[1,2,4]oxadiazol-3-yl]-6-methyl-phenol), C1=CC=C(C=C1)P(C2=CC=CC=C2)C3=CC=CC=C3 (PPh3), C1[C@@H](O1)CO ((S)-glycidol), CCOC(=O)/N=N/C(=O)OCC (DEAD), solution. Solvent: C1CCOC1 (THF), C1(=CC=CC=C1)C (toluene). Conditions: time 1 hour. Product: C(C)C1=NC(=CC(=C1)C1=NC(=NO1)C1=CC(=C(C(=C1)C)OC[C@@H]1OC1)CC)C ((R)-2-ethyl-4-[3-(3-ethyl-5-methyl-4-oxiranylmethoxy-phenyl)-[1,2,4]oxadiazol-5-yl]-6-methyl-pyridine). The yield is 114.2%. RXN SMILES: [CH2:1]([C:3]1[CH:8]=[C:7]([C:9]2[N:13]=[C:12]([C:14]3[CH:19]=[C:18]([CH3:20])[N:17]=[C:16]([CH2:21][CH3:22])[CH:15]=3)[O:11][N:10]=2)[CH:6]=[C:5]([CH3:23])[C:4]=1[OH:24])[CH3:2].C1C=CC(P(C2C=CC=CC=2)C2C=CC=CC=2)=CC=1.[CH2:44]1[O:46][C@H:45]1[CH2:47]O.CCOC(/N=N/C(OCC)=O)=O>C1COCC1.C1(C)C=CC=CC=1>[CH2:21]([C:16]1[CH:15]=[C:14]([C:12]2[O:11][N:10]=[C:9]([C:7]3[CH:6]=[C:5]([CH3:23])[C:4]([O:24][CH2:47][C@H:45]4[CH2:44][O:46]4)=[C:3]([CH2:1][CH3:2])[CH:8]=3)[N:13]=2)[CH:19]=[C:18]([CH3:20])[N:17]=1)[CH3:22]. Procedure: To a solution of 2-ethyl-4-[5-(2-ethyl-6-methyl-pyridin-4-yl)-[1,2,4]oxadiazol-3-yl]-6-methyl-phenol (150 mg, 0.464 mmol) in THF (10 mL), PPh3 (146 mg, 0.557 mmol) and (S)-glycidol (52 mg, 0.696 mmol) is added. The mixture is cooled to 0° C. before DEAD (303 mg, 0.696 mmol, 320 μL of a 40% solution in toluene) is added. The mixture is warmed to rt and stirred for 1 h. The solvent is evaporated and the residue is purified by chromatography on prep. TLC plates with heptane:EA 1:1 to give (R)-2-eth... Reported procedure: To 2'-acetylamino-4',5'-methylenedioxy-2-chloroacetophenone (0.9 g, 3.53 mmol) or an equivalent amount of 2'-pivoylamino-4',5'-methylenedioxy-2-chloroacetophenone in ethanol (60 mL) at about 5° C. is added, dropwise, conc. HCl (12.5 mL, 149.7 mmol). The reaction mixture is then heated at reflux for about an hour, then poured over 2N NaOH/ice (80 mL/60 g) and washed with ethyl acetate (3×70 mL). The organic portions are combined and washed with brine (50 mL), dried (anhydrous sodium sulfate) and ... As a reaction SMILES: C([NH:4][C:5]1[CH:10]=[C:9]2[O:11][CH2:12][O:13][C:8]2=[CH:7][C:6]=1[C:14](=[O:17])[CH2:15][Cl:16])(=O)C.Cl>C(O)C>[NH2:4][C:5]1[CH:10]=[C:9]2[O:11][CH2:12][O:13][C:8]2=[CH:7][C:6]=1[C:14](=[O:17])[CH2:15][Cl:16]. Solvent: C(C)O (ethanol). Yield: 51.7%. Starting materials: NaOH ice, C(C)(=O)NC1=C(C=C2C(=C1)OCO2)C(CCl)=O (2'-acetylamino-4',5'-methylenedioxy-2-chloroacetophenone), 2'-pivoylamino-4',5'-methylenedioxy-2-chloroacetophenone, Cl (HCl). The product is NC1=C(C=C2C(=C1)OCO2)C(CCl)=O (2'-amino-4',5'-methylenedioxy-2-chloroacetophenone).